Dataset: the Open Reaction Database (ORD), a public repository of structured organic reaction records. Task: describe an organic reaction: reactants, conditions, products, and yield The solvent is CCCCCC (hexane), CN(C=O)C (dimethylformamide). As a reaction SMILES: N1C=CN=C1.[NH2:6][C:7]1[CH:12]=[CH:11][CH:10]=[CH:9][C:8]=1[OH:13].Cl[Si:15]([CH3:18])([CH3:17])[CH3:16].CCOCC>CN(C)C=O.CCCCCC>[CH3:16][Si:15]([CH3:18])([CH3:17])[O:13][C:8]1[CH:9]=[CH:10][CH:11]=[CH:12][C:7]=1[NH2:6]. Yields the product C[Si](OC1=C(N)C=CC=C1)(C)C (2-trimethylsilyloxyaniline). Starting materials: CCOCC (ether), N1C=NC=C1 (Imidazole), NC1=C(C=CC=C1)O (2-aminophenol), Cl[Si](C)(C)C (Chlorotrimethylsilane). Reaction conditions: temperature 25 celsius, time 18 hour. Yield: 25.6%. Procedure: Imidazole (3.73 g) was added in one portion to a solution of 2-aminophenol (2.0 g) in dry dimethylformamide (10 ml) stirred at 25° C. under nitrogen. Chlorotrimethylsilane (2.98 g) was added dropwise over 5 minutes and stirring continued for a further 18 hours. The mixture was poured onto water (30 ml) and extracted with diethyl ether (2×60 ml). The organic solution was separated and washed with 2N sodium hydroxide (2×40 ml), brine and dried over magnesium sulphate. Evaporation of the filtrate u...